Dataset: the Open Reaction Database (ORD), a public repository of structured organic reaction records. Task: describe an organic reaction: reactants, conditions, products, and yield The reactants are BrC(C(=O)OCC)C (ethyl 2-bromopropionate), BrC(C(=O)OCC)C (ethyl 2-bromopropionate), II (iodine), [Cl-].[NH4+] (ammonium chloride), C(C1=CC=CC=C1)#N (benzonitrile). Reagents/catalysts: [Zn] (zinc). The solvent is O1CCCC1 (tetrahydrofuran), CCOCC (ether), O (water). Yields the product NC(=C(C(=O)OCC)C)C1=CC=CC=C1 (Ethyl 3-amino-2-methyl-3-phenyl-2-propenoate). RXN SMILES: Br[CH:2]([CH3:8])[C:3]([O:5][CH2:6][CH3:7])=[O:4].II.[C:11](#[N:18])[C:12]1[CH:17]=[CH:16][CH:15]=[CH:14][CH:13]=1.[Cl-].[NH4+]>O1CCCC1.[Zn].CCOCC.O>[NH2:18][C:11]([C:12]1[CH:17]=[CH:16][CH:15]=[CH:14][CH:13]=1)=[C:2]([CH3:8])[C:3]([O:5][CH2:6][CH3:7])=[O:4] |f:3.4|. Reported procedure: Under vigorous agitation, 73.2 g of powdered electrolytic zinc were refluxed in 1.2 liter of anhydrous tetrahydrofuran and 10 ml of ethyl 2-bromopropionate were added together with a crystal of sublimed iodine. The reaction started and then, away from reflux, 40.8 ml of benzonitrile were added and the mixture was refluxed which was maintained by the slow addition of 58 ml of ethyl 2-bromopropionate. After cooling, the mixture was poured into 1.5 liters of water containing 200 g of ammonium chlor... Reactants: O=C1C(O)=C([O-])[C@H](O1)[C@@H](O)CO.[Na+] (sodium ascorbate), [N-]=[N+]=[N-] (azide), C(C#C)O[C@@H]1CC2CC[C@H]3[C@@H]4CC[C@H]([C@@H](CCCC(CO)C)C)[C@]4(CC[C@@H]3[C@]2(CC1)C)C (3β-(Prop-2-ynyloxy)cholestanol), C(C)(=O)O[C@@H]1[C@H](O[C@@H]([C@H]([C@@H]1OC(C)=O)OC(C)=O)COC(C)=O)O[C@@H]1[C@@H]([C@H](O[C@@H]([C@H]1OC(C)=O)COC(C)=O)O[C@@H]1[C@@H](OCCCN=[N+]=[N-])O[C@@H]([C@H]([C@@H]1OC(C)=O)OC(C)=O)COC(C)=O)OC(C)=O (3-Azidopropyl 2,3,4,6-tetra-O-acetyl-α-D-mannopyranosyl-(1→3)-2,4,6-tri-O-acetyl-α-D-mannopyranosyl-(1→2)-3,4,6-tri-O-acetyl-α-D-mannopyranoside). Reagents/catalysts: [O-]S(=O)(=O)[O-].[Cu+2] (CuSO4). Solvent: CCOC(=O)C (EtOAc), C1(=CC=CC=C1)C (toluene), C(Cl)Cl.CC(C)(C)O (DCM t-BuOH), C(Cl)Cl (DCM). Yields the product C(C)(=O)O[C@@H]1[C@H](O[C@@H]([C@H]([C@@H]1OC(C)=O)OC(C)=O)COC(C)=O)O[C@@H]1[C@@H]([C@H](O[C@@H]([C@H]1OC(C)=O)COC(C)=O)O[C@@H]1[C@@H](OCCCN2N=NC(=C2)CO[C@@H]2CC3CC[C@H]4[C@@H]5CC[C@H]([C@@H](CCCC(C)C)C)[C@]5(CC[C@@H]4[C@]3(CC2)C)C)O[C@@H]([C@H]([C@@H]1OC(C)=O)OC(C)=O)COC(C)=O)OC(C)=O (3-{4-(Cholestan-3β-yl-oxymethyl)-[1,2,3]triazol-1-yl}propyl 2,3,4,6-tetra-O-acetyl-α-D-mannopyranosyl-(1→3)-2,4,6-tri-O-acetyl-α-D-mannopyranosyl-(1→2)-3,4,6-tri-O-acetyl-α-D-mannopyranoside). The yield is 81.5%. As a reaction SMILES: [CH2:1]([O:4][C@H:5]1[CH2:30][CH2:29][C@@:28]2([CH3:31])[CH:7]([CH2:8][CH2:9][C@@H:10]3[C@@H:27]2[CH2:26][CH2:25][C@@:24]2([CH3:32])[C@H:11]3[CH2:12][CH2:13][C@@H:14]2[C@H:15]([CH3:23])[CH2:16][CH2:17][CH2:18][CH:19]([CH3:22])[CH2:20]O)[CH2:6]1)[C:2]#[CH:3].[C:33]([O:36][C@H:37]1[C@@H:42]([O:43][C:44](=[O:46])[CH3:45])[C@H:41]([O:47][C:48](=[O:50])[CH3:49])[C@@H:40]([CH2:51][O:52][C:53](=[O:55])[CH3:54])[O:39][C@@H:38]1[O:56][C@H:57]1[C@H:62]([O:63][C:64](=[O:66])[CH3:65])[C@@H:61]([CH2:67][O:68][C:69](=[O:71])[CH3:70])[O:60][C@H:59]([O:72][C@H:73]2[C@@H:85]([O:86][C:87](=[O:89])[CH3:88])[C@H:84]([O:90][C:91](=[O:93])[CH3:92])[C@@H:83]([CH2:94][O:95][C:96](=[O:98])[CH3:97])[O:82][C@@H:74]2[O:75][CH2:76][CH2:77][CH2:78][N:79]=[N+:80]=[N-:81])[C@H:58]1[O:99][C:100](=[O:102])[CH3:101])(=[O:35])[CH3:34].O=C1O[C@H]([C@H](CO)O)C([O-])=C1O.[Na+].[N-]=[N+]=[N-]>C(Cl)Cl.CC(O)(C)C.C(Cl)Cl.[O-]S([O-])(=O)=O.[Cu+2].CCOC(C)=O.C1(C)C=CC=CC=1>[C:33]([O:36][C@H:37]1[C@@H:42]([O:43][C:44](=[O:46])[CH3:45])[C@H:41]([O:47][C:48](=[O:50])[CH3:49])[C@@H:40]([CH2:51][O:52][C:53](=[O:55])[CH3:54])[O:39][C@@H:38]1[O:56][C@H:57]1[C@H:62]([O:63][C:64](=[O:66])[CH3:65])[C@@H:61]([CH2:67][O:68][C:69](=[O:71])[CH3:70])[O:60][C@H:59]([O:72][C@H:73]2[C@@H:85]([O:86][C:87](=[O:89])[CH3:88])[C@H:84]([O:90][C:91](=[O:93])[CH3:92])[C@@H:83]([CH2:94][O:95][C:96](=[O:98])[CH3:97])[O:82][C@@H:74]2[O:75][CH2:76][CH2:77][CH2:78][N:79]2[CH:3]=[C:2]([CH2:1][O:4][C@H:5]3[CH2:30][CH2:29][C@@:28]4([CH3:31])[CH:7]([CH2:8][CH2:9][C@@H:10]5[C@@H:27]4[CH2:26][CH2:25][C@@:24]4([CH3:32])[C@H:11]5[CH2:12][CH2:13][C@@H:14]4[C@H:15]([CH3:23])[CH2:16][CH2:17][CH2:18][CH:19]([CH3:20])[CH3:22])[CH2:6]3)[N:81]=[N:80]2)[C@H:58]1[O:99][C:100](=[O:102])[CH3:101])(=[O:35])[CH3:34] |f:2.3,5.6,8.9|. Procedure details: 3β-(Prop-2-ynyloxy)cholestanol (156 mg, 2 eq., 0.367 mmol) and the azide 45 (185 mg, 0.183 mmol) were dissolved in a mixture of DCM/t-BuOH (3:2, w/w, 0.4 M, 0.562 mL). To the mixture were added an aqueous solution of CuSO4 (0.3 M, 0.1 eq., 0.061 mL) and a aqueous solution of sodium ascorbate (1 M, 0.3 eq., 0.055 mL) and the mixture was vigorously stirred without light for 48 h. TLC analysis (toluene:EtOAc, 1:1) showed the end of the reaction with the appearance of a more polar product than the s... Reactants: COc1ccccc1C(=O)Nc1cc(Oc2ccccc2)ccc1C(=O)OC(C)(C)C, O=C(O)C(F)(F)F. The product is COc1ccccc1C(=O)Nc1cc(Oc2ccccc2)ccc1C(=O)O. As a reaction SMILES: [CH3:1][O:2][c:3]1[c:4]([C:5](=[O:6])[NH:7][c:8]2[c:9]([C:10](=[O:11])[O:12][C:13]([CH3:14])([CH3:15])[CH3:16])[cH:17][cH:18][c:19]([O:21][c:22]3[cH:23][cH:24][cH:25][cH:26][cH:27]3)[cH:20]2)[cH:28][cH:29][cH:30][cH:31]1.[OH:32][C:33]([C:34]([F:35])([F:36])[F:37])=[O:38]>>[CH3:1][O:2][c:3]1[c:4]([C:5](=[O:6])[NH:7][c:8]2[c:9]([C:10](=[O:11])[OH:12])[cH:17][cH:18][c:19]([O:21][c:22]3[cH:23][cH:24][cH:25][cH:26][cH:27]3)[cH:20]2)[cH:28][cH:29][cH:30][cH:31]1. Reactants: C(=S)(Cl)Cl (Thiophosgene), NC1=CC=C(C2=CC=CC=C12)C#N (4-amino-1-naphthalenecarbonitrile). Solvent: ClCCl (dichloromethane), C(=O)(O)[O-].[Na+] (NaHCO3). Reaction conditions: time 3 day. Yields the product N(=C=S)C1=CC=C(C2=CC=CC=C12)C#N (4-isothiocyanato-1-naphthonitrile). Yield: 93.1%. RXN SMILES: [C:1](Cl)(Cl)=[S:2].[NH2:5][C:6]1[C:15]2[C:10](=[CH:11][CH:12]=[CH:13][CH:14]=2)[C:9]([C:16]#[N:17])=[CH:8][CH:7]=1>ClCCl.C([O-])(O)=O.[Na+]>[N:5]([C:6]1[C:15]2[C:10](=[CH:11][CH:12]=[CH:13][CH:14]=2)[C:9]([C:16]#[N:17])=[CH:8][CH:7]=1)=[C:1]=[S:2] |f:3.4|. Procedure details: Thiophosgene (9.1 mL, 118.9 mmol) was added to a stirring slurry of 4-amino-1-naphthalenecarbonitrile (10 g, 59.45 mmol) in dichloromethane (200 mL) and saturated aqueous NaHCO3 solution (200 mL) at 0° C., and the mixture stirred for 3 days at room temp. The layers were separated and the organic layer concentrated to provide 4-isothiocyanato-1-naphthonitrile as a tan solid (11.64 g, 93%). The reactants are [OH-].[Na+] (sodium hydroxide), NC1=C(C(=CC(=C1)C(=O)N(C(C)C)C(C)C)[N+](=O)[O-])C1=CC=C(C=C1)C(=O)OC (methyl 2'-amino-4'-[[bis-(isopropyl)-amino]-carbonyl]-6'-nitro-(1,1'-biphenyl)-4-carboxylate), Cl (hydrochloric acid). Solvent: O (water), O1CCCC1 (tetrahydrofuran). Yields the product NC1=C(C(=CC(=C1)C(=O)N(C(C)C)C(C)C)[N+](=O)[O-])C1=CC=C(C=C1)C(=O)O (2'-amino-4'-[[bis-(isopropyl)-amino]-carbonyl]-6'-nitro-(1,1'-biphenyl)-4-carboxylic acid). Yield: 84.5%. As a reaction SMILES: [OH-].[Na+].[NH2:3][C:4]1[CH:9]=[C:8]([C:10]([N:12]([CH:16]([CH3:18])[CH3:17])[CH:13]([CH3:15])[CH3:14])=[O:11])[CH:7]=[C:6]([N+:19]([O-:21])=[O:20])[C:5]=1[C:22]1[CH:27]=[CH:26][C:25]([C:28]([O:30]C)=[O:29])=[CH:24][CH:23]=1.Cl>O1CCCC1.O>[NH2:3][C:4]1[CH:9]=[C:8]([C:10]([N:12]([CH:16]([CH3:17])[CH3:18])[CH:13]([CH3:15])[CH3:14])=[O:11])[CH:7]=[C:6]([N+:19]([O-:21])=[O:20])[C:5]=1[C:22]1[CH:23]=[CH:24][C:25]([C:28]([OH:30])=[O:29])=[CH:26][CH:27]=1 |f:0.1|. Procedure details: 0.64 ml of 2N sodium hydroxide were added to a solution of 235 mg of product A in 4 ml of tetrahydrofuran and the mixture was heated under refluxed for 2 hours. Then, the reaction mixture was diluted with 10 ml of water and the pH was adjusted to 9 with 1N hydrochloric acid. Washing was carried out with ethyl acetate and the pH is adjusted to 5 with 1N hydrochloric acid. Extraction was carried out with ether and the ethereal phases were dried with MgSO4, followed by evaporation under reduced pre... Reactants: C1CCOC1, CC(=O)O, CC(C)[N-]C(C)C, COc1cccc2c1nc(C(F)F)n2-c1nc(Cl)nc(N2CCOCC2)n1, [Li+], Nc1cccnc1, N, O. Product: COc1cccc2c1nc(C(F)F)n2-c1nc(Nc2cccnc2)nc(N2CCOCC2)n1. Reaction SMILES: [CH2:44]1[O:45][CH2:46][CH2:47][CH2:48]1.[CH3:50][C:51](=[O:52])[OH:53].[CH3:9][CH:10]([N-:11][CH:12]([CH3:13])[CH3:14])[CH3:15].[Cl:16][c:17]1[n:18][c:19](-[n:29]2[c:30]([CH:40]([F:41])[F:42])[n:31][c:32]3[c:33]2[cH:34][cH:35][cH:36][c:37]3[O:38][CH3:39])[n:20][c:21]([N:23]2[CH2:24][CH2:25][O:26][CH2:27][CH2:28]2)[n:22]1.[Li+:8].[NH2:1][c:2]1[cH:3][n:4][cH:5][cH:6][cH:7]1.[NH3:43].[OH2:49]>>[NH:1]([c:2]1[cH:3][n:4][cH:5][cH:6][cH:7]1)[c:17]1[n:18][c:19](-[n:29]2[c:30]([CH:40]([F:41])[F:42])[n:31][c:32]3[c:33]2[cH:34][cH:35][cH:36][c:37]3[O:38][CH3:39])[n:20][c:21]([N:23]2[CH2:24][CH2:25][O:26][CH2:27][CH2:28]2)[n:22]1. Reactants: ClC=1C=C(C#N)C=C(C1N1N=C2C(C(=NC=C2Cl)Cl)=C1)Cl (3,5-dichloro-4-(4,7-dichloropyrazolo[4,3-c]pyridin-2-yl)benzonitrile), Br[Si](C)(C)C (bromotrimethylsilane), resultant mixture. Run in C(CC)#N (propionitrile). Product: BrC1=NC=C(C=2C1=CN(N2)C2=C(C=C(C#N)C=C2Cl)Cl)Cl (4-(4-Bromo-7-chloropyrazolo[4,3-c]pyridin-2-yl)-3,5-dichlorobenzonitrile). Yield: 96.9%. As a reaction SMILES: [Cl:1][C:2]1[CH:3]=[C:4]([CH:7]=[C:8]([Cl:21])[C:9]=1[N:10]1[CH:20]=[C:13]2[C:14](Cl)=[N:15][CH:16]=[C:17]([Cl:18])[C:12]2=[N:11]1)[C:5]#[N:6].[Br:22][Si](C)(C)C>C(#N)CC>[Br:22][C:14]1[C:13]2=[CH:20][N:10]([C:9]3[C:2]([Cl:1])=[CH:3][C:4]([C:5]#[N:6])=[CH:7][C:8]=3[Cl:21])[N:11]=[C:12]2[C:17]([Cl:18])=[CH:16][N:15]=1. Procedure: A mixture of 3,5-dichloro-4-(4,7-dichloropyrazolo[4,3-c]pyridin-2-yl)benzonitrile (250 mg, 0.70 mmol) and bromotrimethylsilane (0.462 mL, 3.50 mmol) in propionitrile (4.0 mL) was heated under reflux for 4 hours. The resultant mixture was cooled and concentrated under reduced pressure. The residue was partitioned between ethyl acetate and saturated aqueous sodium bicarbonate solution. The layers were separated and the organic layer was washed with brine, dried over anhydrous sodium sulfate, filte... Starting materials: C=C1C(CCCC1)COCC1=CC=CC=C1 ((((2-methylenecyclohexyl)methoxy)methyl)benzene), C1CC12CCC(CC2)C(=O)OCC (ethyl spiro[2.5]octane-6-carboxylate). Yields the product C(C1=CC=CC=C1)OCC1C2(CC2)CCCC1 (4-((Benzyloxy)methyl)spiro[2.5]octane). As a reaction SMILES: [CH2:1]=[C:2]1[CH2:7][CH2:6][CH2:5][CH2:4][CH:3]1[CH2:8][O:9][CH2:10][C:11]1[CH:16]=[CH:15][CH:14]=[CH:13][CH:12]=1.[CH2:17]1C2(CCC(C(OCC)=O)CC2)C1>>[CH2:10]([O:9][CH2:8][CH:3]1[CH2:4][CH2:5][CH2:6][CH2:7][C:2]21[CH2:17][CH2:1]2)[C:11]1[CH:12]=[CH:13][CH:14]=[CH:15][CH:16]=1. Procedure: This intermediate was prepared from (((2-methylenecyclohexyl)methoxy)methyl)benzene by using the same protocol as described for ethyl spiro[2.5]octane-6-carboxylate (I-7A). 1H NMR (400 MHz, CDCl3) δ 7.35-7.31 (m, 4H), 7.29 (m, 1H) 4.49 (q, J=12.4 Hz, 2H), 3.52 (t, J=9.2 Hz, 1H), 3.41 (dd, J=9.2, 5.2 Hz, 1H), 1.72-1.67 (m, 1H), 1.49-1.43 (m, 4H), 1.33-1.26 (m, 1H), 0.88-0.85 (m, 1H), 0.37-0.31 (m, 2H), 0.19-0.14 (m, 2H). MS m/z 231.1 (M+1). The reactants are NC1=C2C(=NC=N1)N(N=C2C2=C(C=C(C=C2)OC2=CC=CC=C2)F)[C@H]2CN(CCC2)C(CC#N)=O (3-[(3R)-3-[4-amino-3-(2-fluoro-4-phenoxyphenyl)-1H-pyrazolo[3,4-d]pyrimidin-1-yl]piperidin-1-yl]-3-oxopropanenitrile), CC(C=O)(C)N1CCN(CC1)C (2-methyl-2-(4-methylpiperazin-1-yl)propanal), N1CCCCC1 (piperidine). Solvent: C1(=CC=CC=C1)C (toluene). Reaction conditions: temperature 120 celsius, time 3 hour. The product is NC1=C2C(=NC=N1)N(N=C2C2=C(C=C(C=C2)OC2=CC=CC=C2)F)[C@H]2CN(CCC2)C(=O)C(C#N)=CC(C)(N2CCN(CC2)C)C (2-[[(3R)-3-[4-amino-3-(2-fluoro-4-phenoxyphenyl)-1H-pyrazolo[3,4-d]-pyrimidin-1-yl]-piperidin-1-yl]carbonyl]-4-methyl-4-(4-methylpiperazin-1-yl)pent-2-enenitrile). Reaction SMILES: [NH2:1][C:2]1[N:7]=[CH:6][N:5]=[C:4]2[N:8]([C@@H:25]3[CH2:30][CH2:29][CH2:28][N:27]([C:31](=[O:35])[CH2:32][C:33]#[N:34])[CH2:26]3)[N:9]=[C:10]([C:11]3[CH:16]=[CH:15][C:14]([O:17][C:18]4[CH:23]=[CH:22][CH:21]=[CH:20][CH:19]=4)=[CH:13][C:12]=3[F:24])[C:3]=12.[CH3:36][C:37]([N:41]1[CH2:46][CH2:45][N:44]([CH3:47])[CH2:43][CH2:42]1)([CH3:40])[CH:38]=O.N1CCCCC1>C1(C)C=CC=CC=1>[NH2:1][C:2]1[N:7]=[CH:6][N:5]=[C:4]2[N:8]([C@@H:25]3[CH2:30][CH2:29][CH2:28][N:27]([C:31]([C:32](=[CH:38][C:37]([CH3:40])([N:41]4[CH2:42][CH2:43][N:44]([CH3:47])[CH2:45][CH2:46]4)[CH3:36])[C:33]#[N:34])=[O:35])[CH2:26]3)[N:9]=[C:10]([C:11]3[CH:16]=[CH:15][C:14]([O:17][C:18]4[CH:19]=[CH:20][CH:21]=[CH:22][CH:23]=4)=[CH:13][C:12]=3[F:24])[C:3]=12. Procedure details: Into a 100-mL round-bottom flask, was placed a solution of toluene (10 mL), 3-[(3R)-3-[4-amino-3-(2-fluoro-4-phenoxyphenyl)-1H-pyrazolo[3,4-d]pyrimidin-1-yl]piperidin-1-yl]-3-oxopropanenitrile (300 mg, 0.64 mmol, 1.00 equiv), 2-methyl-2-(4-methylpiperazin-1-yl)propanal (541.45 mg, 3.18 mmol, 5.00 equiv), and piperidine (108.29 mg, 1.27 mmol, 2.00 equiv). The resulting solution was stirred for 3 h at 120° C. in an oil bath. The resulting mixture was concentrated under vacuum. The residue was appl... Starting materials: N1CCC(CC1)N1N=CC(=C1)C1=CC=2N(N=C1)C(=CN2)C=2C=C(C=CC2)NC(=O)NCC(F)(F)F (N-{3-[7-(1-piperidin-4-yl-1H-pyrazol-4-yl)imidazo[1,2-b]pyridazin-3-yl]phenyl}-N′-(2,2,2-trifluoroethyl)urea), CN1N=CC(=C1)C(=O)Cl (1-methyl-1H-pyrazole-4-carbonyl chloride), CC77402. Product: CN1N=CC(=C1)C(=O)N1CCC(CC1)N1N=CC(=C1)C1=CC=2N(N=C1)C(=CN2)C=2C=C(C=CC2)NC(=O)NCC(F)(F)F (N-{3-[7-(1-{1-[(1-Methyl-1H-pyrazol-4-yl)carbonyl]piperidin-4-yl}-1H-pyrazol-4-yl)imidazo[1,2-b]pyridazin-3-yl]phenyl}-N′-(2,2,2-trifluoroethyl)urea). As a reaction SMILES: [NH:1]1[CH2:6][CH2:5][CH:4]([N:7]2[CH:11]=[C:10]([C:12]3[CH:17]=[N:16][N:15]4[C:18]([C:21]5[CH:22]=[C:23]([NH:27][C:28]([NH:30][CH2:31][C:32]([F:35])([F:34])[F:33])=[O:29])[CH:24]=[CH:25][CH:26]=5)=[CH:19][N:20]=[C:14]4[CH:13]=3)[CH:9]=[N:8]2)[CH2:3][CH2:2]1.[CH3:36][N:37]1[CH:41]=[C:40]([C:42](Cl)=[O:43])[CH:39]=[N:38]1>>[CH3:36][N:37]1[CH:41]=[C:40]([C:42]([N:1]2[CH2:6][CH2:5][CH:4]([N:7]3[CH:11]=[C:10]([C:12]4[CH:17]=[N:16][N:15]5[C:18]([C:21]6[CH:22]=[C:23]([NH:27][C:28]([NH:30][CH2:31][C:32]([F:33])([F:35])[F:34])=[O:29])[CH:24]=[CH:25][CH:26]=6)=[CH:19][N:20]=[C:14]5[CH:13]=4)[CH:9]=[N:8]3)[CH2:3][CH2:2]2)=[O:43])[CH:39]=[N:38]1. Procedure: This compound was prepared by using procedures analogous to those described for the synthesis of Example 30 (Step 6) starting from N-{3-[7-(1-piperidin-4-yl-1H-pyrazol-4-yl)imidazo[1,2-b]pyridazin-3-yl]phenyl}-N′-(2,2,2-trifluoroethyl)urea and 1-methyl-1H-pyrazole-4-carbonyl chloride (Maybridge, Cat. No. CC77402). LCMS (M+H)+: m/z=593.2.